From a dataset of the Open Reaction Database (ORD), a public repository of structured organic reaction records. describe an organic reaction: reactants, conditions, products, and yield Product: CN(C[C@@H](CO)NC(=O)C1=CC=CC2=NC3=CC=C4C(=C3N=C12)C=CN=C4OC)C (4-Methoxypyrido [4,3-α]phenazine-11-carboxylic acid (2-dimethylamino-1-(S)-hydroxymethyl-ethyl)-amide). Procedure: 4-Methoxypyrido [4,3-α]phenazine-11-carboxylic acid (2-dimethylamino-1-(S)-hydroxymethyl-ethyl)-amide was prepared from 4-methoxypyrido[4,3-α]phenazine-11-carboxylic acid (II.4) and (S)-2-Amino-3-dimethylamino-propan-1-ol Reaction SMILES: [CH3:1][O:2][C:3]1[C:8]2=[CH:9][CH:10]=[C:11]3[C:20]([N:19]=[C:18]4[C:13]([CH:14]=[CH:15][CH:16]=[C:17]4[C:21]([OH:23])=O)=[N:12]3)=[C:7]2[CH:6]=[CH:5][N:4]=1.[NH2:24][C@@H:25]([CH2:28][N:29]([CH3:31])[CH3:30])[CH2:26][OH:27]>>[CH3:30][N:29]([CH3:31])[CH2:28][C@H:25]([NH:24][C:21]([C:17]1[C:18]2[C:13](=[N:12][C:11]3[C:20]([N:19]=2)=[C:7]2[CH:6]=[CH:5][N:4]=[C:3]([O:2][CH3:1])[C:8]2=[CH:9][CH:10]=3)[CH:14]=[CH:15][CH:16]=1)=[O:23])[CH2:26][OH:27]. Starting materials: COC1=NC=CC=2C1=CC=C1N=C3C=CC=C(C3=NC21)C(=O)O (4-methoxypyrido[4,3-α]phenazine-11-carboxylic acid), N[C@H](CO)CN(C)C ((S)-2-Amino-3-dimethylamino-propan-1-ol).